From a dataset of the Open Reaction Database (ORD), a public repository of structured organic reaction records. describe an organic reaction: reactants, conditions, products, and yield Reactants: N1C(C2(C3=CC=CC=C13)COC1=CC3=C(OCCO3)C=C12)=O (2,3-dihydrospiro[furo[2,3-g][1,4]benzodioxine-8,3′-indol]-2′(1′H)-one), BrCC1OCCCC1 (2-(bromomethyl)tetrahydro-2H-pyran), N1C(C2(C3=CC=CC=C13)C1=C(OC2)C=C2OCCC2=C1)=O (5,6-dihydrospiro[benzo[1,2-b:5,4-b′]difuran-3,3′-indol]-2′(1′H)-one), COC=1C=C(CBr)C=CC1OC (3,4-dimethoxybenzyl bromide). Yields the product COC=1C=C(CN2C(C3(C4=CC=CC=C24)COC2=CC4=C(OCCO4)C=C23)=O)C=CC1OC (1′-(3,4-dimethoxybenzyl)-2,3-dihydrospiro[furo[2,3-g][1,4]benzodioxine-8,3′-indol]-2′(1′H)-one). Reaction SMILES: [NH:1]1[C:9]2[C:4](=[CH:5][CH:6]=[CH:7][CH:8]=2)[C:3]2([C:21]3[C:12](=[CH:13][C:14]4[O:19][CH2:18][CH2:17][O:16][C:15]=4[CH:20]=3)[O:11][CH2:10]2)[C:2]1=[O:22].N1C2C(=CC=CC=2)C2(COC3C=C4C(=CC2=3)CCO4)C1=O.[CH3:44][O:45][C:46]1[CH:47]=[C:48]([CH:51]=[CH:52][C:53]=1[O:54][CH3:55])[CH2:49]Br.BrCC1CCCCO1>>[CH3:44][O:45][C:46]1[CH:47]=[C:48]([CH:51]=[CH:52][C:53]=1[O:54][CH3:55])[CH2:49][N:1]1[C:9]2[C:4](=[CH:5][CH:6]=[CH:7][CH:8]=2)[C:3]2([C:21]3[C:12](=[CH:13][C:14]4[O:19][CH2:18][CH2:17][O:16][C:15]=4[CH:20]=3)[O:11][CH2:10]2)[C:2]1=[O:22]. Procedure details: Following the procedure as described in EXAMPLE 4 and making non-critical variations using 2,3-dihydrospiro[furo[2,3-g][1,4]benzodioxine-8,3′-indol]-2′(1′H)-one to replace 5,6-dihydrospiro[benzo[1,2-b:5,4-b′]difuran-3,3′-indol]-2′(1′H)-one, and 3,4-dimethoxybenzyl bromide (Oguri, T., et al., Chem. Pharm. Bull. (1977), 25:2287-91) to replace 2-(bromomethyl)tetrahydro-2H-pyran, 1′-(3,4-dimethoxybenzyl)-2,3-dihydrospiro[furo[2,3-g][1,4]benzodioxine-8,3′-indol]-2′(1′H)-one was obtained (100%) as a c... Starting materials: IC1=C(N=C(S1)NC(C)=O)C (N-(5-iodo-4-methyl-1,3-thiazol-2-yl)acetamide), BrC=1C=C(C=NC1)S(=O)(=O)NCCN1CCOCC1 (5-bromo-N-(2-morpholinoethyl)pyridine-3-sulfonamide). Product: CC=1N=C(SC1C=1C=NC=C(C1)S(=O)(=O)NCCN1CCOCC1)NC(C)=O (N-{4-Methyl-5-[5-(2-morpholinoethylaminosulfonyl)pyridin-3-yl]-1,3-thiazol-2-yl}acetamide). Yield: 7.0%. Reaction SMILES: I[C:2]1[S:6][C:5]([NH:7][C:8](=[O:10])[CH3:9])=[N:4][C:3]=1[CH3:11].Br[C:13]1[CH:14]=[C:15]([S:19]([NH:22][CH2:23][CH2:24][N:25]2[CH2:30][CH2:29][O:28][CH2:27][CH2:26]2)(=[O:21])=[O:20])[CH:16]=[N:17][CH:18]=1>>[CH3:11][C:3]1[N:4]=[C:5]([NH:7][C:8](=[O:10])[CH3:9])[S:6][C:2]=1[C:13]1[CH:18]=[N:17][CH:16]=[C:15]([S:19]([NH:22][CH2:23][CH2:24][N:25]2[CH2:30][CH2:29][O:28][CH2:27][CH2:26]2)(=[O:21])=[O:20])[CH:14]=1. Procedure details: Using an analogous method to that described in Example 7, N-(5-iodo-4-methyl-1,3-thiazol-2-yl)acetamide was reacted with 5-bromo-N-(2-morpholinoethyl)pyridine-3-sulfonamide to give the title compound (Method A HPLC: retention time 3.7 minutes; 8 mg, 7%); 1H NMR Spectrum: (DMSOd6) 12.27 (1H, br s); 8.91 (1H, d); 8.87 (1H, d); 8.17 (1H, br t); 7.96 (1H, br s); 3.42 (4H, br t); 3.00 (2H, t); 2.40 (3H, s); 2.29 (2H, t); 2.22 (4H, br t); 2.16 (3H, s); Mass Spectrum: M+H+ 426. Starting materials: CCO, CCCC=O, O=Cc1ccccc1, Cl, [K+], [OH-]. Yields the product CCC(C=O)=Cc1ccccc1. As a reaction SMILES: [CH3:17][CH2:18][OH:19].[CH:11]([CH2:12][CH2:13][CH3:14])=[O:15].[CH:1](=[O:2])[c:3]1[cH:4][cH:5][cH:6][cH:7][cH:8]1.[ClH:16].[K+:10].[OH-:9]>>[CH:1]([c:3]1[cH:4][cH:5][cH:6][cH:7][cH:8]1)=[C:12]([CH:11]=[O:15])[CH2:13][CH3:14]. The reactants are C1=CC=CC=2C3=CC=CC=C3C(C12)COC(=O)N[C@@H](C(=O)O)CNC(=O)OC(C)(C)C ((R)-2-(((9H-fluoren-9-yl)methoxy)carbonylamino)-3-(tert-butoxycarbonylamino)propanoic acid), C1(=CC=C(C=C1)S(=O)(=O)O)C.C(C=C)OC([C@@H](N)CC(C)C)=O (L-leucine allyl ester p-toluenesulfonate salt), ON1N=NC2=C1N=CC=C2 (1-hydroxy-7-azabenzotriazole), CN1CCOCC1 (N-methylmorpholine), C(CCl)Cl (EDC). Solvent: C(Cl)Cl (CH2Cl2). The product is C1=CC=CC=2C3=CC=CC=C3C(C12)COC(=O)N[C@H](C(=O)N[C@H](C(=O)OCC=C)CC(C)C)CNC(=O)OC(C)(C)C ((S)-Allyl 2-((S)-2-(((9H-fluoren-9-yl)methoxy)carbonylamino)-3-(tert-butoxycarbonylamino)propanamido)-4-methylpentanoate). Isolated yield 20.2%. Reaction SMILES: [CH:1]1[C:13]2[CH:12]([CH2:14][O:15][C:16]([NH:18][C@H:19]([CH2:23][NH:24][C:25]([O:27][C:28]([CH3:31])([CH3:30])[CH3:29])=[O:26])[C:20](O)=[O:21])=[O:17])[C:11]3[C:6](=[CH:7][CH:8]=[CH:9][CH:10]=3)[C:5]=2[CH:4]=[CH:3][CH:2]=1.C1(C)C=CC(S(O)(=O)=O)=CC=1.[CH2:43]([O:46][C:47](=[O:54])[C@H:48]([CH2:50][CH:51]([CH3:53])[CH3:52])[NH2:49])[CH:44]=[CH2:45].ON1C2N=CC=CC=2N=N1.CN1CCOCC1.C(Cl)CCl>C(Cl)Cl>[CH:10]1[C:11]2[CH:12]([CH2:14][O:15][C:16]([NH:18][C@@H:19]([CH2:23][NH:24][C:25]([O:27][C:28]([CH3:31])([CH3:30])[CH3:29])=[O:26])[C:20]([NH:49][C@@H:48]([CH2:50][CH:51]([CH3:52])[CH3:53])[C:47]([O:46][CH2:43][CH:44]=[CH2:45])=[O:54])=[O:21])=[O:17])[C:13]3[C:5](=[CH:4][CH:3]=[CH:2][CH:1]=3)[C:6]=2[CH:7]=[CH:8][CH:9]=1 |f:1.2|. Reported procedure: Following the procedure as described in Example 24, except using suspension of (R)-2-(((9H-fluoren-9-yl)methoxy)carbonylamino)-3-(tert-butoxycarbonylamino)propanoic acid (500 mg, 1.172 mmol), L-leucine allyl ester p-toluenesulfonate salt (411 mg, 1.196 mmol), 1-hydroxy-7-azabenzotriazole (80 mg, 0.586 mmol), CH2Cl2 (40 mL), N-methylmorpholine (0.258 mL, 2.345 mmol), and EDC (247 ing, 1.290 mmol), 137 mg (20.16%) of the title compound is isolated as a white solid. Purification is done by BIOTAGE®... Starting materials: CCOC(C)=O, COc1cc(C=C(CCCCl)C(=O)NCc2ccc(N3CCOCC3)c(F)c2)ccc1-n1cnc(C)c1, [H-], [Na+], CN(C)C=O, O. Product: COc1cc(C=C2CCCN(Cc3ccc(N4CCOCC4)c(F)c3)C2=O)ccc1-n1cnc(C)c1. As a reaction SMILES: [CH3:46][CH2:47][O:48][C:49](=[O:50])[CH3:51].[F:6][c:7]1[cH:8][c:9]([CH2:10][NH:11][C:12]([C:13]([CH2:14][CH2:15][CH2:16][Cl:17])=[CH:18][c:19]2[cH:20][c:21]([O:31][CH3:32])[c:22](-[n:25]3[cH:26][n:27][c:28]([CH3:30])[cH:29]3)[cH:23][cH:24]2)=[O:33])[cH:34][cH:35][c:36]1[N:37]1[CH2:38][CH2:39][O:40][CH2:41][CH2:42]1.[H-:43].[Na+:44].[O:1]=[CH:2][N:3]([CH3:4])[CH3:5].[OH2:45]>>[F:6][c:7]1[cH:8][c:9]([CH2:10][N:11]2[C:12](=[O:33])[C:13](=[CH:18][c:19]3[cH:20][c:21]([O:31][CH3:32])[c:22](-[n:25]4[cH:26][n:27][c:28]([CH3:30])[cH:29]4)[cH:23][cH:24]3)[CH2:14][CH2:15][CH2:16]2)[cH:34][cH:35][c:36]1[N:37]1[CH2:38][CH2:39][O:40][CH2:41][CH2:42]1. Starting materials: COC=1C=C(C=CC1)\C=C/[N+](=O)[O-] ((Z)-1-(3-methoxyphenyl)-2-nitroethene), [BH4-].[Na+] (sodium borohydride), C(C)(=O)O (acetic acid), [BH4-].[Na+] (sodium borohydride), [Cl-].[Na+] (sodium chloride). The solvent is O1CCOCC1 (1,4-dioxane), O1CCOCC1 (1,4-dioxane), C(C)O (ethanol), ice water, C(C)(=O)OCC (ethyl acetate). Reaction conditions: temperature 30 celsius, time 2 hour. Yields the product COC1=CC(=CC=C1)CC[N+](=O)[O-] (1-methoxy-3-(2-nitroethyl)benzene). The yield is 69.0%. RXN SMILES: [CH3:1][O:2][C:3]1[CH:4]=[C:5](/[CH:9]=[CH:10]\[N+:11]([O-:13])=[O:12])[CH:6]=[CH:7][CH:8]=1.[BH4-].[Na+].C(O)(=O)C.[Cl-].[Na+]>O1CCOCC1.C(O)C.C(OCC)(=O)C>[CH3:1][O:2][C:3]1[CH:8]=[CH:7][CH:6]=[C:5]([CH2:9][CH2:10][N+:11]([O-:13])=[O:12])[CH:4]=1 |f:1.2,4.5|. Reported procedure: A solution of (Z)-1-(3-methoxyphenyl)-2-nitroethene (33.85 g) in 1,4-dioxane (315 ml) was added dropwise to an efficiently stirred suspension of sodium borohydride (15.77 g) in a mixture of 1,4-dioxane (315 ml) and ethanol (98 ml) over a period of 0.5 hour while maintaining a temperature of 30° C. After stirring for 2 hours, the resultant slurry was diluted with ice water (393 ml) and the excess sodium borohydride was decomposed with 50% aqueous acetic acid (47.4 ml). To the solution, sodium chl...